This data is from the Open Reaction Database (ORD), a public repository of structured organic reaction records. The task is: describe an organic reaction: reactants, conditions, products, and yield The reactants are O=C(c1ccc(Br)cc1)C(F)F, O=C([O-])O, C1CCOC1, ClCCl, ICI, [Na+], Cl[Sn](Cl)(Cl)Cl, [Zn]. The product is C=C(c1ccc(Br)cc1)C(F)F. As a reaction SMILES: [Br:12][c:13]1[cH:14][cH:15][c:16]([C:19]([CH:20]([F:21])[F:22])=[O:23])[cH:17][cH:18]1.[C:24](=[O:25])([OH:26])[O-:27].[CH2:29]1[O:30][CH2:31][CH2:32][CH2:33]1.[Cl:9][CH2:10][Cl:11].[I:1][CH2:2][I:3].[Na+:28].[Sn:4]([Cl:5])([Cl:6])([Cl:7])[Cl:8].[Zn:34]>>[Br:12][c:13]1[cH:14][cH:15][c:16]([C:19]([CH:20]([F:21])[F:22])=[CH2:24])[cH:17][cH:18]1. Starting materials: C(C1=CC=CC=C1)NC(CC#N)=O (N-benzyl-2-cyanoacetamide), COC(N(C)C)OC (N,N-dimethylformamide dimethylacetal). Product: C(C1=CC=CC=C1)NC(C(=CN(C)C)C#N)=O (N-benzyl-2-cyano-3-dimethylaminoacrylamide). Reaction SMILES: [CH2:1]([NH:8][C:9](=[O:13])[CH2:10][C:11]#[N:12])[C:2]1[CH:7]=[CH:6][CH:5]=[CH:4][CH:3]=1.CO[CH:16](OC)[N:17]([CH3:19])[CH3:18]>>[CH2:1]([NH:8][C:9](=[O:13])[C:10]([C:11]#[N:12])=[CH:16][N:17]([CH3:18])[CH3:19])[C:2]1[CH:7]=[CH:6][CH:5]=[CH:4][CH:3]=1. Procedure: As for Example 1, N-benzyl-2-cyanoacetamide, m.p. 122°-123° C., is heated with N,N-dimethylformamide dimethylacetal to give N-benzyl-2-cyano-3-dimethylaminoacrylamide as colorless needles, m.p. 160.5°-161° C. The reactants are C(=C)OCC (vinylethyl ether), C1(=CC=C(C=C1)S(=O)(=O)O)C (paratoluene sulfonic acid), Cl.OCC=1N=CNC1 (4-hydroxymethyl imidazole hydrochloride). The solvent is CN(C=O)C (dimethylformamide). Conditions: time 2 hour. Product: C(C)OC(C)OCC=1N=CNC1 (1-ethoxy-1-(imidazol-4-yl)methoxy ethane). Reaction SMILES: Cl.[OH:2][CH2:3][C:4]1[N:5]=[CH:6][NH:7][CH:8]=1.[CH:9]([O:11][CH2:12][CH3:13])=[CH2:10].C1(C)C=CC(S(O)(=O)=O)=CC=1>CN(C)C=O>[CH2:9]([O:11][CH:12]([O:2][CH2:3][C:4]1[N:5]=[CH:6][NH:7][CH:8]=1)[CH3:13])[CH3:10] |f:0.1|. Reported procedure: To a flask containing 4 gms 4-hydroxymethyl imidazole hydrochloride in 30 ml dimethylformamide add 3.1 ml vinylethyl ether and 50 mg paratoluene sulfonic acid. Stir for 11/2 hours until the reaction is complete. Extract from saturated K2CO3 /NaCl with ethylacetate to obtain 1-ethoxy-1-(imidazol-4-yl)methoxy ethane. Reactants: BrCCCOC1=CC=C(OCCCCCC(C(=O)OC)(C)C)C=C1 (methyl 7-[p-(3-bromopropoxy)phenoxy]-2,2-dimethylheptanoate), N1C=NC=C1 (imidazole), BrCCCOC1=CC=C(OCCCC(C(=O)OC)(C)C)C=C1 (Methyl 5-[p-(3-bromopropoxy)phenoxy]-2,2-dimethylpentanoate), OC=1C=NC=CC1 (3-hydroxypyridine). Yields the product desired product, CC(C(=O)OCC)(CCCOC1=CC=C(C=C1)OCCCOC=1C=NC=CC1)C (ethyl 2,2-dimethyl-5-[p-[3-(3-pyridyloxy)propoxy]phenoxy]pentanoate). As a reaction SMILES: Br[CH2:2][CH2:3][CH2:4][O:5][C:6]1[CH:22]=[CH:21][C:9]([O:10][CH2:11][CH2:12][CH2:13][C:14]([CH3:20])([CH3:19])[C:15]([O:17][CH3:18])=[O:16])=[CH:8][CH:7]=1.[OH:23][C:24]1[CH:25]=[N:26][CH:27]=[CH:28][CH:29]=1.Br[CH2:31]CCOC1C=CC(OCCCCCC(C)(C)C(OC)=O)=CC=1.N1C=CN=C1>>[CH3:19][C:14]([CH3:20])([CH2:13][CH2:12][CH2:11][O:10][C:9]1[CH:21]=[CH:22][C:6]([O:5][CH2:4][CH2:3][CH2:2][O:23][C:24]2[CH:25]=[N:26][CH:27]=[CH:28][CH:29]=2)=[CH:7][CH:8]=1)[C:15]([O:17][CH2:18][CH3:31])=[O:16]. Reported procedure: Methyl 5-[p-(3-bromopropoxy)phenoxy]-2,2-dimethylpentanoate and 3-hydroxypyridine were used as starting compounds in place of methyl 7-[p-(3-bromopropoxy)phenoxy]-2,2-dimethylheptanoate and imidazole, respectively, in EXAMPLE 33. The starting compounds were reacted and treated in a manner similar to EXAMPLE 33 to give the desired product, ethyl 2,2-dimethyl-5-[p-[3-(3-pyridyloxy)propoxy]phenoxy]pentanoate, as an oily substance. The reactants are CC(C)(C)OC(=O)Nc1nc(C(C)(C)O)cs1, ClCCl, O=C(O)C(F)(F)F. Yields the product CC(C)(O)c1csc(NC(=O)O)n1. RXN SMILES: [C:1]([CH3:2])([CH3:3])([CH3:4])[O:5][C:6]([NH:7][c:8]1[s:9][cH:10][c:11]([C:13]([CH3:14])([CH3:15])[OH:16])[n:12]1)=[O:17].[Cl:25][CH2:26][Cl:27].[OH:18][C:19]([C:20]([F:21])([F:22])[F:23])=[O:24]>>[O:5]=[C:6]([NH:7][c:8]1[s:9][cH:10][c:11]([C:13]([CH3:14])([CH3:15])[OH:16])[n:12]1)[OH:17]. Starting materials: Cl[Cu], Cl, O=N[O-], COC(=O)c1cc(N)c(C)cc1Br, [Na+], O. Product: COC(=O)c1cc(Cl)c(C)cc1Br. Reaction SMILES: [Cl:20][Cu:21].[ClH:18].[N:14]([O-:15])=[O:16].[NH2:1][c:2]1[c:3]([CH3:13])[cH:4][c:5]([Br:12])[c:6]([C:7](=[O:8])[O:9][CH3:10])[cH:11]1.[Na+:17].[OH2:19]>>[c:2]1([Cl:18])[c:3]([CH3:13])[cH:4][c:5]([Br:12])[c:6]([C:7](=[O:8])[O:9][CH3:10])[cH:11]1. Starting materials: O=C1NC(=O)C2C1CCC(Br)C2Br, O=C(Cl)c1cc(Cl)cc(Cl)c1Cl, c1ccncc1, c1ccccc1. Yields the product O=C(c1cc(Cl)cc(Cl)c1Cl)N1C(=O)C2CCC(Br)C(Br)C2C1=O. RXN SMILES: [Br:1][CH:2]1[CH:3]2[CH:4]([C:5](=[O:6])[NH:7][C:8]2=[O:9])[CH2:10][CH2:11][CH:12]1[Br:13].[Cl:20][c:21]1[c:22]([C:23](=[O:24])[Cl:25])[cH:26][c:27]([Cl:31])[cH:28][c:29]1[Cl:30].[cH:14]1[cH:15][cH:16][n:17][cH:18][cH:19]1.[cH:32]1[cH:33][cH:34][cH:35][cH:36][cH:37]1>>[Br:1][CH:2]1[CH:3]2[CH:4]([C:5](=[O:6])[N:7]([C:23]([c:22]3[c:21]([Cl:20])[c:29]([Cl:30])[cH:28][c:27]([Cl:31])[cH:26]3)=[O:24])[C:8]2=[O:9])[CH2:10][CH2:11][CH:12]1[Br:13]. Starting materials: FC(OC1=CC=C(C=C1)NC=1C2=C(N=CN1)CNCC2)F (N-(4-(difluoromethoxy)phenyl)-5,6,7,8-tetrahydropyrido[3,4-d]pyrimidin-4-amine), ClC1=NC=CC=C1S(=O)(=O)C (2-chloro-3-(methylsulfonyl)pyridine), C(C)(C)N(C(C)C)CC (N,N-diisopropylethylamine). The product is FC(OC1=CC=C(C=C1)NC=1C2=C(N=CN1)CN(CC2)C2=NC=CC=C2S(=O)(=O)C)F (N-(4-(Difluoromethoxy)phenyl)-5,6,7,8-tetrahydro-7-(3-(methylsulfonyl)pyridin-2-yl)pyrido[3,4-d]pyrimidin-4-amine). Reaction SMILES: [F:1][CH:2]([F:21])[O:3][C:4]1[CH:9]=[CH:8][C:7]([NH:10][C:11]2[C:12]3[CH2:20][CH2:19][NH:18][CH2:17][C:13]=3[N:14]=[CH:15][N:16]=2)=[CH:6][CH:5]=1.Cl[C:23]1[C:28]([S:29]([CH3:32])(=[O:31])=[O:30])=[CH:27][CH:26]=[CH:25][N:24]=1.C(N(CC)C(C)C)(C)C>>[F:21][CH:2]([F:1])[O:3][C:4]1[CH:9]=[CH:8][C:7]([NH:10][C:11]2[C:12]3[CH2:20][CH2:19][N:18]([C:23]4[C:28]([S:29]([CH3:32])(=[O:31])=[O:30])=[CH:27][CH:26]=[CH:25][N:24]=4)[CH2:17][C:13]=3[N:14]=[CH:15][N:16]=2)=[CH:6][CH:5]=1. Procedure: The title compound was prepared according to the procedure given for Example 9 using N-(4-(difluoromethoxy)phenyl)-5,6,7,8-tetrahydropyrido[3,4-d]pyrimidin-4-amine (0.088 g, 0.30 mmol), 2-chloro-3-(methylsulfonyl)pyridine (Ponticello et al, J. Org. Chem., 44(17), 1979) (0.115 mg, 0.60 mmol) and N,N-diisopropylethylamine (0.079 mL, 0.45 mmol) to obtain 0.085 g of title compound as a light yellow solid. Yield: 63.3%. Starting materials: ClC=1C2=C(N=CN1)C=CS2 (4-Chlorothieno[3,2-d]pyrimidine), O(C1=CC=CC=C1)C1=CC=C(N)C=C1 (4-phenoxyaniline). Solvent: CC(C)O (2-propanol). Yields the product Cl.O(C1=CC=CC=C1)C1=CC=C(NC=2C3=C(N=CN2)C=CS3)C=C1 (4-(4-Phenoxyanilino)thieno[3,2-d]pyrimidine hydrochloride). Isolated yield 73.1%. As a reaction SMILES: [Cl:1][C:2]1[C:3]2[S:10][CH:9]=[CH:8][C:4]=2[N:5]=[CH:6][N:7]=1.[O:11]([C:18]1[CH:24]=[CH:23][C:21]([NH2:22])=[CH:20][CH:19]=1)[C:12]1[CH:17]=[CH:16][CH:15]=[CH:14][CH:13]=1>CC(O)C>[ClH:1].[O:11]([C:18]1[CH:19]=[CH:20][C:21]([NH:22][C:2]2[C:3]3[S:10][CH:9]=[CH:8][C:4]=3[N:5]=[CH:6][N:7]=2)=[CH:23][CH:24]=1)[C:12]1[CH:13]=[CH:14][CH:15]=[CH:16][CH:17]=1 |f:3.4|. Procedure: 4-Chlorothieno[3,2-d]pyrimidine (0.085 g, 0.50 mmol) and 4-phenoxyaniline (0.105 g, 0.55 mmol) were reacted in 2-propanol (3.5 ml) for 3 hours according to Procedure A. The product was obtained as a cream solid (0.130 g, 73%), m.p. 236-240° C.; (Found: C, 60.61; H, 3.95, N, 11.93. C18H13N3OS.HCl requires: C, 60.76; H, 3.97; N, 11.81%); δH [2H6]-DMSO 10.93 (1H, br s, NH), 8.80 (1H, s, 2-H), 8.42 (1H, d, J 8, 6-H or 7-H), 7.69 (2H, d, J 9, 2′-H, 6′-H), 7.55 (1H, d, J 8, 6-H or 7-H), 7.41 (2H, t, J...